Dataset: the Open Reaction Database (ORD), a public repository of structured organic reaction records. Task: describe an organic reaction: reactants, conditions, products, and yield Reactants: C1CC(=O)N(C1=O)Br (NBS), C(C)(C)[Si](N1C=CC=C1)(C(C)C)C(C)C (1-(triisopropylsilyl)pyrrole). The solvent is C1CCOC1 (THF). Run at time 2 hour. Yields the product BrC1=CN(C=C1)[Si](C(C)C)(C(C)C)C(C)C (3-bromo-1-(triisopropylsilyl)pyrrole). The yield is 92.4%. Reaction SMILES: C1C(=O)N([Br:8])C(=O)C1.[CH:9]([Si:12]([CH:21]([CH3:23])[CH3:22])([CH:18]([CH3:20])[CH3:19])[N:13]1[CH:17]=[CH:16][CH:15]=[CH:14]1)([CH3:11])[CH3:10]>C1COCC1>[Br:8][C:15]1[CH:16]=[CH:17][N:13]([Si:12]([CH:9]([CH3:11])[CH3:10])([CH:18]([CH3:20])[CH3:19])[CH:21]([CH3:23])[CH3:22])[CH:14]=1. Procedure: NBS (6.4 g) was added in one portion to a stirred solution of 1-(triisopropylsilyl)pyrrole (8.00 g) in dry THF (80 mL) at -78° C. The mixture was stirred at this temperature for 2 h, and was then allowed to warm to room temperature overnight. The solvent was removed, water was added to the residue, and the product extracted with CH2Cl2, dried (anhyd Na2SO4), filtered, and evaporated. The residue was chromatographed over silica gel (hexanes) and concentrated to provide 10.00 g of 3-bromo-1-(triis... Starting materials: [H-].C(C(C)C)[Al+]CC(C)C (diisobutylaluminiumhydride), O[C@@H]1C(C2CCC=3C4=CC[C@H]([C@H](CC#N)C)[C@]4(CCC3[C@]2(CC1)C)C)(C)C ((20S)-3β-hydroxy-4,4,20-trimethyl-pregna-8,14-dien-21-carbonitril), S(O)(O)(=O)=O (sulfuric acid). The solvent is C1(=CC=CC=C1)C (toluene). Run at time 2 hour. Yields the product O[C@@H]1C(C2CCC=3C4=CC[C@H]([C@H](CC=O)C)[C@]4(CCC3[C@]2(CC1)C)C)(C)C ((20S)-3β-hydroxy-4,4,20-trimethyl-pregna-8,14-dien-21-carbaldehyde). As a reaction SMILES: [H-].C([Al+]CC(C)C)C(C)C.[OH:11][C@H:12]1[CH2:33][CH2:32][C@@:31]2([CH3:34])[CH:14]([CH2:15][CH2:16][C:17]3[C:18]4[C@:27]([CH3:35])([CH2:28][CH2:29][C:30]=32)[C@@H:21]([C@@H:22]([CH3:26])[CH2:23][C:24]#N)[CH2:20][CH:19]=4)[C:13]1([CH3:37])[CH3:36].S(=O)(=O)(O)[OH:39]>C1(C)C=CC=CC=1>[OH:11][C@H:12]1[CH2:33][CH2:32][C@@:31]2([CH3:34])[CH:14]([CH2:15][CH2:16][C:17]3[C:18]4[C@:27]([CH3:35])([CH2:28][CH2:29][C:30]=32)[C@@H:21]([C@@H:22]([CH3:26])[CH2:23][CH:24]=[O:39])[CH2:20][CH:19]=4)[C:13]1([CH3:37])[CH3:36] |f:0.1|. Reported procedure: 16 ml diisobutylaluminiumhydride (20% in toluene) were added dropwise to a solution of 920 mg (20S)-3β-hydroxy-4,4,20-trimethyl-pregna-8,14-dien-21-carbonitril in 60 ml toluene at a temperature of −72° C. The mixture was stirred for 2 h at the same temperature, poured into 2N sulfuric acid, extracted with ethyl acetate, washed with 2N sulfuric acid and then washed with a half saturated solution of sodium chloride. The organic layer was dried over sodium sulfate, filtered and concentrated under r... Reactants: NC1(CCC=CC1=O)C1=C(C=CC=C1)Cl (6-amino-6-(2-chlorophenyl)-2-cyclohexen-1-one), OC(=O)CCCC[C@@H]1SC[C@@H]2NC(=O)N[C@H]12 ((+)-biotin), Cl.CN(CCCN=C=NCC)C (1-(3-dimethylaminopropyl)-3-ethylcarbodiimide hydrochloride). The solvent is CN(C=O)C (dimethylformamide). Yields the product C(CCCC[C@@H]1SC[C@@H]2NC(=O)N[C@H]12)(=O)NC1(CCC=CC1=O)C1=C(C=CC=C1)Cl (6-biotinoylamino-6-(2-chlorophenyl)-2-cyclohexen-1-one). Yield: 31.7%. RXN SMILES: [NH2:1][C:2]1([C:9]2[CH:14]=[CH:13][CH:12]=[CH:11][C:10]=2[Cl:15])[C:7](=[O:8])[CH:6]=[CH:5][CH2:4][CH2:3]1.[OH:16][C:17]([CH2:19][CH2:20][CH2:21][CH2:22][C@H:23]1[C@@H:31]2[C@@H:26]([NH:27][C:28]([NH:30]2)=[O:29])[CH2:25][S:24]1)=O.Cl.CN(C)CCCN=C=NCC>CN(C)C=O>[C:17]([NH:1][C:2]1([C:9]2[CH:14]=[CH:13][CH:12]=[CH:11][C:10]=2[Cl:15])[C:7](=[O:8])[CH:6]=[CH:5][CH2:4][CH2:3]1)(=[O:16])[CH2:19][CH2:20][CH2:21][CH2:22][C@H:23]1[C@@H:31]2[C@@H:26]([NH:27][C:28]([NH:30]2)=[O:29])[CH2:25][S:24]1 |f:2.3|. Procedure: A solution of 6-amino-6-(2-chlorophenyl)-2-cyclohexen-1-one (50 mg, 0.23 mmol), (+)-biotin (56 mg, 0.23 mmol), hydroxybenzotdazole (31 mg, 0.23 mmol), and 1-(3-dimethylaminopropyl)-3-ethylcarbodiimide hydrochloride (66 mg, 0.35 mmol) in dimethylformamide (1 ml) was stirred at room temperature for 42 h. The reaction was partitioned between water and ethyl acetate, the organic phase was washed with water, brine, dried (Na2SO4), and the solvent removed by evaporation. Flash chromatography on silica... The reactants are C1CCC2=NCCCN2CC1, CCOC(C)=O, Cc1ccccc1, OCc1cc(Cl)ccc1OC(F)(F)F, [N-]=[N+]=NP(=O)(c1ccccc1)c1ccccc1. Yields the product [N-]=[N+]=NCc1cc(Cl)ccc1OC(F)(F)F. RXN SMILES: [CH2:1]1[CH2:2][CH2:3][C:4]2=[N:9][CH2:8][CH2:7][CH2:6][N:5]2[CH2:10][CH2:11]1.[CH3:43][CH2:44][O:45][C:46]([CH3:47])=[O:48].[CH3:49][c:50]1[cH:51][cH:52][cH:53][cH:54][cH:55]1.[Cl:12][c:13]1[cH:14][cH:15][c:16]([O:21][C:22]([F:23])([F:24])[F:25])[c:17]([CH2:19][OH:20])[cH:18]1.[c:26]1([P:27]([c:28]2[cH:29][cH:30][cH:31][cH:32][cH:33]2)(=[O:34])[N:40]=[N+:41]=[N-:42])[cH:35][cH:36][cH:37][cH:38][cH:39]1>>[Cl:12][c:13]1[cH:14][cH:15][c:16]([O:21][C:22]([F:23])([F:24])[F:25])[c:17]([CH2:19][N:40]=[N+:41]=[N-:42])[cH:18]1. Starting materials: Cl (hydrochloric acid), NC=1C=C(C(=O)OC)C=CC1[C@@H](C)NC(C)=O (methyl (R)-3-amino-4-(1-acetamidoethyl)benzoate), N(=O)[O-].[Na+] (sodium nitrite), ice water. Reagents/catalysts: [Cu]Cl (copper(I) chloride). Run in C(C)(=O)O (acetic acid), S(O)(O)(=O)=O (sulfuric acid). Conditions: time 30 minute. The product is C(C)(=O)N[C@H](C)C1=C(C=C(C(=O)OC)C=C1)Cl (methyl (R)-4-(1-acetamidoethyl)-3-chlorobenzoate). As a reaction SMILES: N[C:2]1[CH:3]=[C:4]([CH:9]=[CH:10][C:11]=1[C@H:12]([NH:14][C:15](=[O:17])[CH3:16])[CH3:13])[C:5]([O:7][CH3:8])=[O:6].N([O-])=O.[Na+].[ClH:22]>C(O)(=O)C.S(=O)(=O)(O)O.[Cu]Cl>[C:15]([NH:14][C@@H:12]([C:11]1[CH:10]=[CH:9][C:4]([C:5]([O:7][CH3:8])=[O:6])=[CH:3][C:2]=1[Cl:22])[CH3:13])(=[O:17])[CH3:16] |f:1.2|. Reported procedure: A solution of methyl (R)-3-amino-4-(1-acetamidoethyl)benzoate (600 mg) in acetic acid (6 ml) was dropwise added to a solution of sodium nitrite (193 mg) in conc. sulfuric acid (2 ml) at room temperature, and the mixture was stirred at room temperature for 30 minutes. The reaction mixture was dropwise added to a solution of copper(I) chloride (550 mg) in conc. hydrochloric acid (6 ml) under ice-cooling, and the mixture was stirred at room temperature for 5 hours. After the reaction, the reaction ... Starting materials: C(=O)([O-])[O-].[Cs+].[Cs+] (Cs2CO3), FC=1C=C(C=O)C=C(C1O)F (3,5-difluoro-4-hydroxy-benzaldehyde), C(C1=CC=CC=C1)Br (Benzylbromide). The yield is 92.0%. Procedure details: 3,5-Difluoro-4-hydroxy-benzaldehyde obtained in Step A was dissolved in CH3CN (15 mL), and Cs2CO3(6.3 g, 19.23 mmol) was added to the solution. The mixture was cooled to 0˜5° C. Benzylbromide (1.1 mL, 9.23 mmol) was added slowly thereto, and the mixture was stirred at room temperature for 2 hours. After the termination of the reaction, the reactant was filtered and then concentrated under reduced pressure. The residue was purified by column chromatography (eluent, EtOAc/Hex=1/7) to obtain the ti... The solvent is CC#N (CH3CN). Reaction SMILES: [F:1][C:2]1[CH:3]=[C:4]([CH:7]=[C:8]([F:11])[C:9]=1[OH:10])[CH:5]=[O:6].C([O-])([O-])=O.[Cs+].[Cs+].[CH2:18](Br)[C:19]1[CH:24]=[CH:23][CH:22]=[CH:21][CH:20]=1>CC#N>[CH2:18]([O:10][C:9]1[C:2]([F:1])=[CH:3][C:4]([CH:5]=[O:6])=[CH:7][C:8]=1[F:11])[C:19]1[CH:24]=[CH:23][CH:22]=[CH:21][CH:20]=1 |f:1.2.3|. Conditions: time 2 hour. The product is C(C1=CC=CC=C1)OC1=C(C=C(C=O)C=C1F)F (4-benzyloxy-3,5-difluoro-benzaldehyde). Reactants: C1CCOC1, Clc1nc(Cl)c(CBr)s1, [H-], [Na+], CCOP(=O)(CO)OCC. Product: CCOP(=O)(COCc1sc(Cl)nc1Cl)OCC. RXN SMILES: [CH2:22]1[O:23][CH2:24][CH2:25][CH2:26]1.[Cl:13][c:14]1[s:15][c:16]([CH2:20][Br:21])[c:17]([Cl:19])[n:18]1.[H-:11].[Na+:12].[OH:1][CH2:2][P:3]([O:4][CH2:5][CH3:6])([O:7][CH2:8][CH3:9])=[O:10]>>[O:1]([CH2:2][P:3]([O:4][CH2:5][CH3:6])([O:7][CH2:8][CH3:9])=[O:10])[CH2:20][c:16]1[s:15][c:14]([Cl:13])[n:18][c:17]1[Cl:19].